Task: describe an organic reaction: reactants, conditions, products, and yield. Dataset: the Open Reaction Database (ORD), a public repository of structured organic reaction records The reactants are [N+](=O)([O-])C1=CC=C(C=C1)NN (p-nitrophenylhydrazine), C(C)(=O)C1=CC=CC=C1 (acetophenone). The product is [N+](=O)([O-])C1=CC=C(C=C1)NN=C(C)C1=CC=CC=C1 (acetophenone -p-nitrophenylhydrazone). As a reaction SMILES: [N+:1]([C:4]1[CH:9]=[CH:8][C:7]([NH:10][NH2:11])=[CH:6][CH:5]=1)([O-:3])=[O:2].[C:12]([C:15]1[CH:20]=[CH:19][CH:18]=[CH:17][CH:16]=1)(=O)[CH3:13]>>[N+:1]([C:4]1[CH:5]=[CH:6][C:7]([NH:10][N:11]=[C:12]([C:15]2[CH:20]=[CH:19][CH:18]=[CH:17][CH:16]=2)[CH3:13])=[CH:8][CH:9]=1)([O-:3])=[O:2]. Reported procedure: 10.2 g of acetophenone -p-nitrophenylhydrazone (melting point: 186.5°-188.0° C.) obtained by equimolar reaction of p-nitrophenylhydrazine and acetophenone was subjected to Vilsmeir reaction with phosphorus oxychloride and dimethylformamide to obtain 11.8 g of 1-(p-nitrophenyl)-3-phenylpyrazole-4-carboxyaldehyde (melting point: 208.5°-211.0° C.) having the following structural formula. ##STR300## Reactants: C(C)[SiH](CC)CC (triethylsilane), FC1=CC=C(C=O)C=C1 (4-fluorobenzaldehyde), CN(C1(CCC(CC1)CO[Si](C)(C)C)C1=CC=CC=C1)C (dimethyl(1-phenyl-4-trimethylsilanyloxymethylcyclohexyl)amine), [OH-].[Na+] (NaOH), O(S(=O)(=O)C(F)(F)F)[Si](C)(C)C (Trimethylsilyl triflate). The solvent is C(Cl)Cl (DCM), C(Cl)Cl (DCM). Run at time 60 minute. Product: FC1=CC=C(COCC2CCC(CC2)(C2=CC=CC=C2)N(C)C)C=C1 ([4-(4-fluorobenzyloxymethyl)-1-phenylcyclohexyl]dimethylamine). RXN SMILES: [F:1][C:2]1[CH:9]=[CH:8][C:5]([CH:6]=[O:7])=[CH:4][CH:3]=1.[CH3:10][N:11]([CH3:30])[C:12]1([C:24]2[CH:29]=[CH:28][CH:27]=[CH:26][CH:25]=2)[CH2:17][CH2:16][CH:15]([CH2:18]O[Si](C)(C)C)[CH2:14][CH2:13]1.O([Si](C)(C)C)S(C(F)(F)F)(=O)=O.C([SiH](CC)CC)C.[OH-].[Na+]>C(Cl)Cl>[F:1][C:2]1[CH:9]=[CH:8][C:5]([CH2:6][O:7][CH2:18][CH:15]2[CH2:14][CH2:13][C:12]([N:11]([CH3:10])[CH3:30])([C:24]3[CH:25]=[CH:26][CH:27]=[CH:28][CH:29]=3)[CH2:17][CH2:16]2)=[CH:4][CH:3]=1 |f:4.5|. Procedure: Under argon, 4-fluorobenzaldehyde (149 mg, 1.2 mmol) and dimethyl(1-phenyl-4-trimethylsilanyloxymethylcyclohexyl)amine (306 mg, 1 mmol) were dissolved in abs. DCM (20 ml) and cooled to 0° C. Trimethylsilyl triflate (387 μl, 2 mmol) was added dropwise at 0° C. and the mixture was stirred for 60 min at this temperature, after which triethylsilane (319 μl, 2 mmol) was added dropwise at 0° C. With slow heating to RT, the mixture was stirred overnight. For the work-up, DCM (10 ml) and 1 M NaOH (5 ml)... The reactants are N#Cc1cccc(CBr)c1, CC(C)=O, [K+], [K+], O=C(Nc1cccc(N2CCNCC2)c1)c1ccccc1-c1ccc(C(F)(F)F)cc1, O=C([O-])[O-]. Product: N#Cc1cccc(CN2CCN(c3cccc(NC(=O)c4ccccc4-c4ccc(C(F)(F)F)cc4)c3)CC2)c1. As a reaction SMILES: [C:38](#[N:39])[c:40]1[cH:41][c:42]([CH2:43][Br:44])[cH:45][cH:46][cH:47]1.[CH3:48][C:49](=[O:50])[CH3:51].[K+:32].[K+:33].[N:1]1([c:7]2[cH:8][c:9]([NH:13][C:14](=[O:15])[c:16]3[c:17](-[c:22]4[cH:23][cH:24][c:25]([C:28]([F:29])([F:30])[F:31])[cH:26][cH:27]4)[cH:18][cH:19][cH:20][cH:21]3)[cH:10][cH:11][cH:12]2)[CH2:2][CH2:3][NH:4][CH2:5][CH2:6]1.[O-:34][C:35]([O-:36])=[O:37]>>[N:1]1([c:7]2[cH:8][c:9]([NH:13][C:14](=[O:15])[c:16]3[c:17](-[c:22]4[cH:23][cH:24][c:25]([C:28]([F:29])([F:30])[F:31])[cH:26][cH:27]4)[cH:18][cH:19][cH:20][cH:21]3)[cH:10][cH:11][cH:12]2)[CH2:2][CH2:3][N:4]([CH2:43][c:42]2[cH:41][c:40]([C:38]#[N:39])[cH:47][cH:46][cH:45]2)[CH2:5][CH2:6]1. The reactants are OS(=O)(=O)O (H2SO4), C(C)C=1C=C(C(=O)O)C=CC1 (3-ethylbenzoic acid), CO (MeOH). The solvent is O (water). Product: C(C)C=1C=C(C(=O)OC)C=CC1 (methyl 3-ethylbenzoate). Yield: 91.0%. Reaction SMILES: OS(O)(=O)=O.[CH2:6]([C:8]1[CH:9]=[C:10]([CH:14]=[CH:15][CH:16]=1)[C:11]([OH:13])=[O:12])[CH3:7].[CH3:17]O>O>[CH2:6]([C:8]1[CH:9]=[C:10]([CH:14]=[CH:15][CH:16]=1)[C:11]([O:13][CH3:17])=[O:12])[CH3:7]. Procedure details: Concentrated H2SO4 (1.0 mL) was added to a solution of 3-ethylbenzoic acid (500 mg, 3.33 mmol) in MeOH (10 mL). The mixture was heated at reflux for 18 h then cooled to room temperature. The mixture was diluted with water (50 mL) and extracted with Et2O (3×100 mL). The combined organic phase was dried (Na2SO4), filtered and concentrated in vacuo. Purification of the crude residue by chromatography on silica gel (hexanes→20% EtOAc/hexanes, gradient) afforded 500 mg (91%) of methyl 3-ethylbenzoate... Run at time 30 minute. Starting materials: [H-].[Al+3].[Li+].[H-].[H-].[H-] (Lithium aluminum hydride), FC1=CC=C(OC2=CC=C(C=C2)S(=O)(=O)Cl)C=C1 (4-(4-fluorophenoxy)benzenesulfonylchloride). The yield is 99.4%. Solvent: O1CCCC1 (tetrahydrofuran). The product is FC1=CC=C(OC2=CC=C(C=C2)S)C=C1 (4-(4-Fluorophenoxy)thiophenol). Procedure: Lithium aluminum hydride (9.95 grams, 0.26 mole) was added in portions to a stirred solution of 4-(4-fluorophenoxy)benzenesulfonylchloride (30 grams, 0.105 mole) in tetrahydrofuran (700 mL). The resulting mixture was heated at reflux for 1.5 hours, cooled in an ice bath and quenched by addition of 10% aqueous sulfuric acid solution (100 mL). After stirring for 30 minutes, the mixture was filtered through Celite™ and the tetrahydrofuran was removed under vacuum. The residue was diluted with water... Reaction SMILES: [H-].[Al+3].[Li+].[H-].[H-].[H-].[F:7][C:8]1[CH:24]=[CH:23][C:11]([O:12][C:13]2[CH:18]=[CH:17][C:16]([S:19](Cl)(=O)=O)=[CH:15][CH:14]=2)=[CH:10][CH:9]=1>O1CCCC1>[F:7][C:8]1[CH:24]=[CH:23][C:11]([O:12][C:13]2[CH:18]=[CH:17][C:16]([SH:19])=[CH:15][CH:14]=2)=[CH:10][CH:9]=1 |f:0.1.2.3.4.5|.